From a dataset of the Open Reaction Database (ORD), a public repository of structured organic reaction records. describe an organic reaction: reactants, conditions, products, and yield Starting materials: CC1(C)c2cccc(N(Cc3ccccc3)Cc3ccccc3)c2C(=O)N1CCF, CO. Yields the product CC1(C)c2cccc(N)c2C(=O)N1CCF. RXN SMILES: [CH2:1]([N:8]([CH2:2][c:3]1[cH:4][cH:5][cH:6][cH:7][cH:24]1)[c:9]1[cH:10][cH:11][cH:12][c:13]2[c:17]1[C:16](=[O:18])[N:15]([CH2:19][CH2:20][F:21])[C:14]2([CH3:22])[CH3:23])[c:25]1[cH:26][cH:27][cH:28][cH:29][cH:30]1.[CH3:31][OH:32]>>[NH2:8][c:9]1[cH:10][cH:11][cH:12][c:13]2[c:17]1[C:16](=[O:18])[N:15]([CH2:19][CH2:20][F:21])[C:14]2([CH3:22])[CH3:23].